Task: describe an organic reaction: reactants, conditions, products, and yield. Dataset: the Open Reaction Database (ORD), a public repository of structured organic reaction records The reactants are COc1cc([N+](=O)[O-])ccc1-n1cnc(Br)c1, O=C([O-])O, CCOC(C)=O, CCO, [Cl-], [Na+], O, O, O. The product is COc1cc(N)ccc1-n1cnc(Br)c1. Reaction SMILES: [Br:1][c:2]1[n:3][cH:4][n:5](-[c:7]2[c:8]([O:16][CH3:17])[cH:9][c:10]([N+:13]([O-:14])=[O:15])[cH:11][cH:12]2)[cH:6]1.[C:22](=[O:23])([O-:24])[OH:25].[CH3:27][CH2:28][O:29][C:30](=[O:31])[CH3:32].[CH3:33][CH2:34][OH:35].[Cl-:20].[Na+:26].[OH2:18].[OH2:19].[OH2:21]>>[Br:1][c:2]1[n:3][cH:4][n:5](-[c:7]2[c:8]([O:16][CH3:17])[cH:9][c:10]([NH2:13])[cH:11][cH:12]2)[cH:6]1. Reactants: FC1=C(C(=O)Cl)C=CC(=C1)F (2,4-difluoro-benzoylchloride), CN (methylamine). Solvent: O1CCCC1 (tetrahydrofuran). The product is FC1=C(C(=O)NC)C=CC(=C1)F (2,4-difluoro-N-methylbenzamide). As a reaction SMILES: [F:1][C:2]1[CH:10]=[C:9]([F:11])[CH:8]=[CH:7][C:3]=1[C:4](Cl)=[O:5].[CH3:12][NH2:13]>O1CCCC1>[F:1][C:2]1[CH:10]=[C:9]([F:11])[CH:8]=[CH:7][C:3]=1[C:4]([NH:13][CH3:12])=[O:5]. Procedure: A solution of 2,4-difluoro-benzoylchloride D in a solution of methylamine and tetrahydrofuran (THF) is allowed to react to produce 2,4-difluoro-N-methylbenzamide M (quantitative yield). The 2,4-difluoro-N-methylbenzamide M is mixed with in a solution of acetonitrile and 4-methoxy-benzenemethanamine and heated in a microwave for 20 minutes at 190° C. to produce 2-fluoro-4-(4-methoxybenzylamino)-N-methylbenzamide S (yield of 40%). The 2-fluoro-4-(4-methoxybenzylamino)-N-methylbenzamide S is reacte... The reactants are [O-2].[Mg+2] (magnesium oxide), C=C(C(=O)O)CCCN (2-methylene-5-aminopentanoic acid), COC1=CC=C(COC(=O)N=[N+]=[N-])C=C1 (p-methoxybenzyloxycarbonyl azide). The solvent is O1CCOCC1 (dioxane), O (water). Run at time 2 day. The product is C=C(C(=O)O)CCCNC(=O)OCC1=CC=C(C=C1)OC (2-methylene-5-(p-methoxybenzyloxycarbonyl)aminopentanoic acid). Yield: 105.4%. Reaction SMILES: [CH2:1]=[C:2]([CH2:6][CH2:7][CH2:8][NH2:9])[C:3]([OH:5])=[O:4].[O-2].[Mg+2].[CH3:12][O:13][C:14]1[CH:26]=[CH:25][C:17]([CH2:18][O:19][C:20](N=[N+]=[N-])=[O:21])=[CH:16][CH:15]=1>O.O1CCOCC1>[CH2:1]=[C:2]([CH2:6][CH2:7][CH2:8][NH:9][C:20]([O:19][CH2:18][C:17]1[CH:25]=[CH:26][C:14]([O:13][CH3:12])=[CH:15][CH:16]=1)=[O:21])[C:3]([OH:5])=[O:4] |f:1.2|. Procedure: To a solution of 8.8 g of 2-methylene-5-aminopentanoic acid hydrochloric in 100 ml of water is added with stirring 6.36 g of magnesium oxide, followed by a solution of 12.2 g of p-methoxybenzyloxycarbonyl azide in 100 ml of dioxane, and the resulting mixture is stirred at room temperature for two days. The reaction mixture is filtered, and the filtrate diluted with 200 ml of ethyl acetate, two equivalents of Dowex 50 ion exchange resin is added, and the mixture is stirred at room temperature for... The reactants are COCCN (2-Methoxyethylamine), C(C)(C)(C)OC(N[C@H]1CN(CCC1)C(C1=CC(=C(C(=C1)[N+](=O)[O-])Cl)OC)=O)=O ((R)-tert-butyl(1-(4-chloro-3-methoxy-5-nitrobenzoyl)piperidin-3-yl)carbamate). The solvent is CN(C=O)C (N,N-dimethylformamide). Run at temperature 80 celsius, time 16 hour. The product is C(C)(C)(C)OC(N[C@H]1CN(CCC1)C(C1=CC(=C(C(=C1)[N+](=O)[O-])NCCOC)OC)=O)=O ((R)-tert-Butyl(1-(3-methoxy-4-((2-methoxyethyl)amino)-5-nitrobenzoyl)piperidin-3-yl)carbamate). RXN SMILES: [CH3:1][O:2][CH2:3][CH2:4][NH2:5].[C:6]([O:10][C:11](=[O:33])[NH:12][C@@H:13]1[CH2:18][CH2:17][CH2:16][N:15]([C:19](=[O:32])[C:20]2[CH:25]=[C:24]([N+:26]([O-:28])=[O:27])[C:23](Cl)=[C:22]([O:30][CH3:31])[CH:21]=2)[CH2:14]1)([CH3:9])([CH3:8])[CH3:7]>CN(C)C=O>[C:6]([O:10][C:11](=[O:33])[NH:12][C@@H:13]1[CH2:18][CH2:17][CH2:16][N:15]([C:19](=[O:32])[C:20]2[CH:25]=[C:24]([N+:26]([O-:28])=[O:27])[C:23]([NH:5][CH2:4][CH2:3][O:2][CH3:1])=[C:22]([O:30][CH3:31])[CH:21]=2)[CH2:14]1)([CH3:9])([CH3:7])[CH3:8]. Procedure: 2-Methoxyethylamine (0.15 mL, 1.741 mmol) was added to a stirred solution of (R)-tert-butyl(1-(4-chloro-3-methoxy-5-nitrobenzoyl)piperidin-3-yl)carbamate (280 mg, 0.406 mmol) in N,N-dimethylformamide (DMF) (1.5 mL) at rt under nitrogen. The reaction mixture was heated to 80° C. and stirred under nitrogen overnight (16 h). LC/MS showed that the desired product had formed with 55% purity. Water (75 mL) and diethyl ether (75 mL) were added to the reaction mixture and the layers separated. The aqueo... The reactants are CCOC(=O)c1cc2c(cn1)[nH]c1cccc(C=O)c12, CCOC(=O)c1cc2c(cn1)[nH]c1cccc(C=Nc3ccccc3)c12, CC(=O)O, Nc1ccccc1. Yields the product CCOC(=O)c1cc2c(cn1)[nH]c1cccc(CNc3ccccc3)c12. As a reaction SMILES: [CH2:1]([O:2][C:3]([c:4]1[n:5][cH:6][c:7]2[nH:8][c:9]3[c:10]([c:11]2[cH:12]1)[c:13]([CH:14]=[O:15])[cH:16][cH:17][cH:18]3)=[O:19])[CH3:20].[CH2:28]([CH3:29])[O:30][C:31](=[O:32])[c:33]1[n:34][cH:35][c:36]2[nH:37][c:38]3[cH:39][cH:40][cH:41][c:42]([CH:46]=[N:47][c:48]4[cH:49][cH:50][cH:51][cH:52][cH:53]4)[c:43]3[c:44]2[cH:45]1.[CH3:54][C:55](=[O:56])[OH:57].[NH2:21][c:22]1[cH:23][cH:24][cH:25][cH:26][cH:27]1>>[CH2:28]([CH3:29])[O:30][C:31](=[O:32])[c:33]1[n:34][cH:35][c:36]2[nH:37][c:38]3[cH:39][cH:40][cH:41][c:42]([CH2:46][NH:47][c:48]4[cH:49][cH:50][cH:51][cH:52][cH:53]4)[c:43]3[c:44]2[cH:45]1.